From a dataset of the Open Reaction Database (ORD), a public repository of structured organic reaction records. describe an organic reaction: reactants, conditions, products, and yield RXN SMILES: [CH2:49]([OH:50])[CH2:51][CH2:52][CH3:53].[CH3:54][CH:55]([OH:56])[CH3:57].[Cl:25][CH2:26][CH2:27][CH2:28][O:29][c:30]1[c:31]([O:39][CH3:40])[cH:32][c:33]([C:36]([CH3:37])=[O:38])[cH:34][cH:35]1.[F:1][c:2]1[cH:3][c:4]([C:9]([OH:10])([CH:11]2[CH2:12][CH2:13][NH:14][CH2:15][CH2:16]2)[c:17]2[cH:18][c:19]([F:24])[c:20]([F:23])[cH:21][cH:22]2)[cH:5][cH:6][c:7]1[F:8].[I-:48].[K+:47].[Na+:41].[Na+:42].[O-:43][C:44](=[O:45])[O-:46]>>[F:1][c:2]1[cH:3][c:4]([C:9]([OH:10])([CH:11]2[CH2:12][CH2:13][N:14]([CH2:26][CH2:27][CH2:28][O:29][c:30]3[c:31]([O:39][CH3:40])[cH:32][c:33]([C:36]([CH3:37])=[O:38])[cH:34][cH:35]3)[CH2:15][CH2:16]2)[c:17]2[cH:18][c:19]([F:24])[c:20]([F:23])[cH:21][cH:22]2)[cH:5][cH:6][c:7]1[F:8]. Reactants: CCCCO, CC(C)O, COc1cc(C(C)=O)ccc1OCCCCl, OC(c1ccc(F)c(F)c1)(c1ccc(F)c(F)c1)C1CCNCC1, [I-], [K+], [Na+], [Na+], O=C([O-])[O-]. Product: COc1cc(C(C)=O)ccc1OCCCN1CCC(C(O)(c2ccc(F)c(F)c2)c2ccc(F)c(F)c2)CC1. Reported procedure: According to the method in example 9, 6-(4-Bromo-butoxy)-3-(4-bromo-phenyl)-benzo[d]isothiazole 1,1-dioxide and azetidine were converted to yield 6-(4-Azetidin-1-yl-butoxy)-3-(4-bromo-phenyl)-benzo[d]isothiazole 1,1-dioxide as yellow solid, MS: 449 (MH+, 1Br). Reaction SMILES: Br[CH2:2][CH2:3][CH2:4][CH2:5][O:6][C:7]1[CH:24]=[CH:23][C:10]2[C:11]([C:16]3[CH:21]=[CH:20][C:19]([Br:22])=[CH:18][CH:17]=3)=[N:12][S:13](=[O:15])(=[O:14])[C:9]=2[CH:8]=1.[NH:25]1[CH2:28][CH2:27][CH2:26]1>>[N:25]1([CH2:2][CH2:3][CH2:4][CH2:5][O:6][C:7]2[CH:24]=[CH:23][C:10]3[C:11]([C:16]4[CH:21]=[CH:20][C:19]([Br:22])=[CH:18][CH:17]=4)=[N:12][S:13](=[O:14])(=[O:15])[C:9]=3[CH:8]=2)[CH2:28][CH2:27][CH2:26]1. The product is N1(CCC1)CCCCOC1=CC2=C(C(=NS2(=O)=O)C2=CC=C(C=C2)Br)C=C1 (6-(4-Azetidin-1-yl-butoxy)-3-(4-bromo-phenyl)-benzo[d]isothiazole 1,1-dioxide). Reactants: BrCCCCOC1=CC2=C(C(=NS2(=O)=O)C2=CC=C(C=C2)Br)C=C1 (6-(4-Bromo-butoxy)-3-(4-bromo-phenyl)-benzo[d]isothiazole 1,1-dioxide), N1CCC1 (azetidine). Starting materials: O=S(=O)(C=CC(=Nc1ccc2c(c1)CCC2)Oc1ccccc1)c1ccccc1, COC(C)(C)C, Fc1ccc(S)cc1, [H-], [Na+], CN(C)C=O. Product: Fc1ccc(SC=CC(=Nc2ccc3c(c2)CCC3)Oc2ccccc2)cc1. Reaction SMILES: [CH2:11]1[CH2:12][CH2:13][c:14]2[cH:15][c:16]([N:20]=[C:21]([CH:22]=[CH:23][S:24]([c:25]3[cH:26][cH:27][cH:28][cH:29][cH:30]3)(=[O:31])=[O:32])[O:33][c:34]3[cH:35][cH:36][cH:37][cH:38][cH:39]3)[cH:17][cH:18][c:19]21.[CH3:40][O:41][C:42]([CH3:43])([CH3:44])[CH3:45].[F:1][c:2]1[cH:3][cH:4][c:5]([SH:8])[cH:6][cH:7]1.[H-:9].[Na+:10].[O:46]=[CH:47][N:48]([CH3:49])[CH3:50]>>[F:1][c:2]1[cH:3][cH:4][c:5]([S:8][CH:23]=[CH:22][C:21](=[N:20][c:16]2[cH:15][c:14]3[c:19]([cH:18][cH:17]2)[CH2:11][CH2:12][CH2:13]3)[O:33][c:34]2[cH:35][cH:36][cH:37][cH:38][cH:39]2)[cH:6][cH:7]1. RXN SMILES: [B:21]([OH:22])([OH:23])[OH:24].[CH3:31][c:32]1[cH:33][cH:34][cH:35][cH:36][cH:37]1.[Cl:1][c:2]1[cH:3][cH:4][c:5]([CH2:8][C:9](=[O:10])[OH:11])[cH:6][cH:7]1.[NH2:25][CH2:26][CH:27]([CH3:28])[OH:29].[OH2:30].[OH:12][B:13]([c:14]1[cH:15][cH:16][cH:17][cH:18][cH:19]1)[OH:20]>>[Cl:1][c:2]1[cH:3][cH:4][c:5]([CH2:8][C:9](=[O:11])[NH:25][CH2:26][CH:27]([CH3:28])[OH:29])[cH:6][cH:7]1. Starting materials: OB(O)O, Cc1ccccc1, O=C(O)Cc1ccc(Cl)cc1, CC(O)CN, O, OB(O)c1ccccc1. The product is CC(O)CNC(=O)Cc1ccc(Cl)cc1. Isolated yield 74.1%. Reported procedure: A THF solution of 1 N BU4NF (0.84 ml, 0.84 mmole) containing AcOH (35 mg, 0.56 mmole) was added to a solution of (3S,4R)-3-{N-(3-phenylpropionoyl)-L-phenylalanyl}amino-4-{2-(tert-butyldimethylsilyl)oxy-1-phenylethoxy}-azetidin-2-one (430 mg, 0.70 mmole) in THF (5 ml) at 0-5° C. The mixture was stirred at room temperature for 3 hrs, then poured into a silica gel column. The column was eluented with methanol-ethyl acetate (5:95) and 260 mg of (3S,4R)-3-{N-(3-phenylpropionoyl)-L-phenylalanyl}amino-... Starting materials: CC(=O)O (AcOH), C1(=CC=CC=C1)CCC(=O)N[C@@H](CC1=CC=CC=C1)C(=O)N[C@@H]1C(N[C@@H]1OC(CO[Si](C)(C)C(C)(C)C)C1=CC=CC=C1)=O ((3S,4R)-3-{N-(3-phenylpropionoyl)-L-phenylalanyl}amino-4-{2-(tert-butyldimethylsilyl)oxy-1-phenylethoxy}-azetidin-2-one), CO.C(C)(=O)OCC (methanol ethyl acetate). The product is C1(=CC=CC=C1)CCC(=O)N[C@@H](CC1=CC=CC=C1)C(=O)N[C@@H]1C(N[C@@H]1OC(CO)C1=CC=CC=C1)=O ((3S,4R)-3-{N-(3-phenylpropionoyl)-L-phenylalanyl}amino-4-(2-hydroxy-1-phenylethoxy)-azetidin-2-one). Solvent: C1CCOC1 (THF), C1CCOC1 (THF). Reaction SMILES: CC(O)=O.[C:5]1([CH2:11][CH2:12][C:13]([NH:15][C@H:16]([C:24]([NH:26][C@H:27]2[C@@H:30]([O:31][CH:32]([C:42]3[CH:47]=[CH:46][CH:45]=[CH:44][CH:43]=3)[CH2:33][O:34][Si](C(C)(C)C)(C)C)[NH:29][C:28]2=[O:48])=[O:25])[CH2:17][C:18]2[CH:23]=[CH:22][CH:21]=[CH:20][CH:19]=2)=[O:14])[CH:10]=[CH:9][CH:8]=[CH:7][CH:6]=1.CO.C(OCC)(=O)C>C1COCC1>[C:5]1([CH2:11][CH2:12][C:13]([NH:15][C@H:16]([C:24]([NH:26][C@H:27]2[C@@H:30]([O:31][CH:32]([C:42]3[CH:47]=[CH:46][CH:45]=[CH:44][CH:43]=3)[CH2:33][OH:34])[NH:29][C:28]2=[O:48])=[O:25])[CH2:17][C:18]2[CH:23]=[CH:22][CH:21]=[CH:20][CH:19]=2)=[O:14])[CH:10]=[CH:9][CH:8]=[CH:7][CH:6]=1 |f:2.3|. Conditions: time 3 hour.